This data is from the Open Reaction Database (ORD), a public repository of structured organic reaction records. The task is: describe an organic reaction: reactants, conditions, products, and yield Reactants: C1(=CC=CC=C1)C (toluene), tetrakis triphenylphosphine palladium (0), C([O-])([O-])=O.[Na+].[Na+] (sodium carbonate), ClC1=NC=2C3=C(C=NC2C=C1)CN(C(N3C3CCN(CC3)C(=O)OC(C)(C)C)=O)C (tert-butyl 4-(9-chloro-3-methyl-2-oxo-3,4-dihydropyrimido[5,4-c][1,5]naphthyridin-1 (2H)-yl)piperidine-1-carboxylate), COC1=CC=C(C=N1)B(O)O (6-methoxypyridine-3-boronic acid). The solvent is C(C)O (ethanol). Yields the product COC1=CC=C(C=N1)C1=NC=2C3=C(C=NC2C=C1)CN(C(N3C3CCN(CC3)C(=O)OC(C)(C)C)=O)C (tert-butyl 4-(9-(6-methoxypyridin-3-yl)-3-methyl-2-oxo-3,4-dihydropyrimido[5,4-c][1,5]naphthyridin-1 (2H)-yl)piperidine-1-carboxylate). Yield: 61.7%. As a reaction SMILES: C1(C)C=CC=CC=1.Cl[C:9]1[CH:18]=[CH:17][C:16]2[N:15]=[CH:14][C:13]3[CH2:19][N:20]([CH3:37])[C:21](=[O:36])[N:22]([CH:23]4[CH2:28][CH2:27][N:26]([C:29]([O:31][C:32]([CH3:35])([CH3:34])[CH3:33])=[O:30])[CH2:25][CH2:24]4)[C:12]=3[C:11]=2[N:10]=1.[CH3:38][O:39][C:40]1[N:45]=[CH:44][C:43](B(O)O)=[CH:42][CH:41]=1.C(=O)([O-])[O-].[Na+].[Na+]>C(O)C>[CH3:38][O:39][C:40]1[N:45]=[CH:44][C:43]([C:9]2[CH:18]=[CH:17][C:16]3[N:15]=[CH:14][C:13]4[CH2:19][N:20]([CH3:37])[C:21](=[O:36])[N:22]([CH:23]5[CH2:28][CH2:27][N:26]([C:29]([O:31][C:32]([CH3:35])([CH3:34])[CH3:33])=[O:30])[CH2:25][CH2:24]5)[C:12]=4[C:11]=3[N:10]=2)=[CH:42][CH:41]=1 |f:3.4.5|. Reported procedure: In the mixture of toluene (6 mL) and ethanol (2 mL) were dissolved tert-butyl 4-(9-chloro-3-methyl-2-oxo-3,4-dihydropyrimido[5,4-c][1,5]naphthyridin-1 (2H)-yl)piperidine-1-carboxylate (0.104 g, 0.241 mmol) and 6-methoxypyridine-3-boronic acid (40.7 mg, 0.266 mmol). To the solution were added tetrakis triphenylphosphine palladium (0) (5 mg) and aqueous sodium carbonate (2 N, 0.36 mL). The mixture was reacted under reflux under the protection of nitrogen for 16 h, then cooled to ambient temperatur...